Dataset: the Open Reaction Database (ORD), a public repository of structured organic reaction records. Task: describe an organic reaction: reactants, conditions, products, and yield The reactants are Cl (hydrogen chloride), COC(=O)N=C=S (methoxycarbonyl isothiocyanate), NC1=C(C=CC=C1)NC(CN(C)C)=O (N-(2-aminophenyl)-2-dimethylaminoacetamide). Solvent: C(C)OCC (diethyl ether), C(C)OCC (diethyl ether), C(C)#N (acetonitrile). Conditions: time 5 minute. The product is COC(=O)NC(=S)NC1=C(C=CC=C1)NC(CN(C)C)=O (1-methoxycarbonyl-3-(2-dimethylaminoacetamidophenyl)thiourea). Isolated yield 45.4%. RXN SMILES: [NH2:1][C:2]1[CH:7]=[CH:6][CH:5]=[CH:4][C:3]=1[NH:8][C:9](=[O:14])[CH2:10][N:11]([CH3:13])[CH3:12].[CH3:15][O:16][C:17]([N:19]=[C:20]=[S:21])=[O:18].Cl>C(#N)C.C(OCC)C>[CH3:15][O:16][C:17]([NH:19][C:20]([NH:1][C:2]1[CH:7]=[CH:6][CH:5]=[CH:4][C:3]=1[NH:8][C:9](=[O:14])[CH2:10][N:11]([CH3:12])[CH3:13])=[S:21])=[O:18]. Procedure: A suspension of N-(2-aminophenyl)-2-dimethylaminoacetamide (4.8 g) in dry acetonitrile (20 ml) was stirred vigorously during the dropwise addition of methoxycarbonyl isothiocyanate (3.5 g), the temperature being maintained between 15° C. and 20° C. by external cooling, and afterwards for a further 5 minutes. The mixture was then diluted with diethyl ether (500 ml) and treated with an excess of a saturated solution of hydrogen chloride in diethyl ether. The precipitate was filtered off, dissolved... Starting materials: O1C[C@@H]([C@H]2[C@@H]1OCC2)O ((3R,3aS,6aR)-hexahydrofuro[2,3,b]furan-3-ol), O1C[C@H]([C@H]2[C@@H]1OCC2)O ((3S,3aS,6aR)-hexahydrofuro[2,3,b]furan-3-ol), O1C[C@H]([C@@H]2[C@H]1OCC2)O ((3S,3aR,6aS)-hexahydrofuro[2,3,b]furan-3-ol), O1C[C@@H]([C@@H]2[C@H]1OCC2)O ((3R,3aR,6aS)-hexahydrofuro[2,3,b]furan-3-ol), P(O)(O)(O)=O (phosphoric acid), Cl[O-].[Na+] (sodium hypochlorite), S(=S)(=O)([O-])[O-].[Na+].[Na+] (sodium thiosulfate), P(=O)(O)([O-])[O-].[K+].[K+] (dipotassium hydrogen phosphate). Run in C(C)C(=O)C (methyl ethyl ketone), O (water). Conditions: temperature 0 celsius, time 1 hour. Product: O1CC([C@H]2[C@@H]1OCC2)=O ((3aR,6aR)-tetrahydrofuro[2,3-b]furan-3(2H)-one). Isolated yield 79.1%. Reaction SMILES: [O:1]1[C@H:5]2[O:6][CH2:7][CH2:8][C@H:4]2[C@@H:3]([OH:9])[CH2:2]1.O1[C@H]2OCC[C@H]2[C@H](O)C1.O1[C@@H]2OCC[C@@H]2[C@H](O)C1.O1[C@@H]2OCC[C@@H]2[C@@H](O)C1.P([O-])([O-])(O)=O.[K+].[K+].Cl[O-].[Na+].S([O-])([O-])(=O)=S.[Na+].[Na+].P(=O)(O)(O)O>C(C(C)=O)C.O>[O:1]1[C@H:5]2[O:6][CH2:7][CH2:8][C@H:4]2[C:3](=[O:9])[CH2:2]1 |f:4.5.6,7.8,9.10.11|. Reported procedure: A mixture (287 g, content 69.7%, 1.54 mol) containing (3R,3aS,6aR)-hexahydrofuro[2,3,b]furan-3-ol, (3S,3aS,6aR)-hexahydrofuro[2,3,b]furan-3-ol, (3S,3aR,6aS)-hexahydrofuro[2,3,b]furan-3-ol and (3R,3aR,6aS)-hexahydrofuro[2,3,b]furan-3-ol obtained by the same method as in Example 4 was dissolved in methyl ethyl ketone (2000 ml), and to this was added a solution prepared by dissolving dipotassium hydrogen phosphate (937 g, 5.38 mmol) in water (600 ml). To this was added 2,2,6,6-tetramethylpiperidiny... As a reaction SMILES: [Br:1][C:2]1[C:10]2[C:5](=[N:6][CH:7]=[C:8]3[C:13](=[O:14])[N:12]([CH2:15][CH2:16][C:17]4[CH:22]=[CH:21][CH:20]=[CH:19][CH:18]=4)[C:11](=[O:23])[C:9]3=2)[NH:4][N:3]=1.C(=O)([O-])[O-].[Cs+].[Cs+].[I-].[Na+].[CH3:32][O:33][C:34]1[CH:41]=[CH:40][C:37]([CH2:38]Cl)=[CH:36][CH:35]=1>CN(C)C=O>[Br:1][C:2]1[C:10]2[C:5](=[N:6][CH:7]=[C:8]3[C:13](=[O:14])[N:12]([CH2:15][CH2:16][C:17]4[CH:18]=[CH:19][CH:20]=[CH:21][CH:22]=4)[C:11](=[O:23])[C:9]3=2)[N:4]([CH2:38][C:37]2[CH:40]=[CH:41][C:34]([O:33][CH3:32])=[CH:35][CH:36]=2)[N:3]=1 |f:1.2.3,4.5|. Yield: 60.8%. Reported procedure: To a solution of 1-bromo-7-phenethylpyrazolo[3,4-b]pyrrolo[3,4-d]pyridine-6,8(3H,7H)-dione (500 mg, 1.34 mmol) in anhydrous N,N-dimethylformamide (5 ml), cesium carbonate (2.19 g, 6.7 mmol) and sodium iodide (27 mg, 0.2 mmol) were added followed p-methoxybenzyl chloride (0.18 mL, 2 mmol). The reaction mixture was stirred at room temperature for 2 hours. After completion of reaction (TLC and LCMS), the reaction mixture was poured over ice and extracted with ethyl acetate (3×50 ml). The combined o... Solvent: CN(C=O)C (N,N-dimethylformamide). Run at time 2 hour. Starting materials: BrC1=NNC2=NC=C3C(=C21)C(N(C3=O)CCC3=CC=CC=C3)=O (1-bromo-7-phenethylpyrazolo[3,4-b]pyrrolo[3,4-d]pyridine-6,8(3H,7H)-dione), C([O-])([O-])=O.[Cs+].[Cs+] (cesium carbonate), [I-].[Na+] (sodium iodide), COC1=CC=C(CCl)C=C1 (p-methoxybenzyl chloride). The product is BrC1=NN(C2=NC=C3C(=C21)C(N(C3=O)CCC3=CC=CC=C3)=O)CC3=CC=C(C=C3)OC (1-bromo-3-(4-methoxybenzyl)-7-phenethylpyrazolo[3,4-b]pyrrolo[3,4-d]pyridine-6,8(3H,7H)-dione). The reactants are BrC1=C(N=C(N=N1)N)C1=CC=CC=C1 (6-bromo-5-phenyl-1,2,4-triazin-3-amine), O1COC2=C1C=CC(=C2)B(O)O (benzo[d][1,3]dioxol-5-ylboronic acid). Product: O1COC2=C1C=CC(=C2)C2=C(N=C(N=N2)N)C2=CC=CC=C2 (6-(1,3-Benzodioxol-5-yl)-5-phenyl-1,2,4-triazin-3-amine). Isolated yield 61.8%. Reaction SMILES: Br[C:2]1[N:7]=[N:6][C:5]([NH2:8])=[N:4][C:3]=1[C:9]1[CH:14]=[CH:13][CH:12]=[CH:11][CH:10]=1.[O:15]1[C:19]2[CH:20]=[CH:21][C:22](B(O)O)=[CH:23][C:18]=2[O:17][CH2:16]1>>[O:15]1[C:19]2[CH:20]=[CH:21][C:22]([C:2]3[N:7]=[N:6][C:5]([NH2:8])=[N:4][C:3]=3[C:9]3[CH:14]=[CH:13][CH:12]=[CH:11][CH:10]=3)=[CH:23][C:18]=2[O:17][CH2:16]1. Procedure details: 6-(1,3-Benzodioxol-5-yl)-5-phenyl-1,2,4-triazin-3-amine (54 mg, 62%) was prepared from 6-bromo-5-phenyl-1,2,4-triazin-3-amine (75 mg, 0.299 mmol) and benzo[d][1,3]dioxol-5-ylboronic acid (57.0 mg, 0.344 mmol) according to the general procedure of Example 1. The reactants are BrC1=CC=C2C(=NNC2=C1)N (6-bromo-1H-indazol-3-amine), C1(CC1)C(=O)Cl (cyclopropanecarbonyl chloride). The solvent is N1=CC=CC=C1 (pyridine). Conditions: time 4 hour. Product: BrC1=CC=C2C(=NNC2=C1)NC(=O)C1CC1 (N-(6-bromo-1H-indazol-3-yl)cyclopropanecarboxamide). RXN SMILES: [Br:1][C:2]1[CH:10]=[C:9]2[C:5]([C:6]([NH2:11])=[N:7][NH:8]2)=[CH:4][CH:3]=1.[CH:12]1([C:15](Cl)=[O:16])[CH2:14][CH2:13]1>N1C=CC=CC=1>[Br:1][C:2]1[CH:10]=[C:9]2[C:5]([C:6]([NH:11][C:15]([CH:12]3[CH2:14][CH2:13]3)=[O:16])=[N:7][NH:8]2)=[CH:4][CH:3]=1. Procedure: To a solution of 6-bromo-1H-indazol-3-amine (4.24 g, 20 mmol) in pyridine (100 mL) was added cyclopropanecarbonyl chloride (1.83 mL, 20 mmol) dropwise at 0° C. The reaction mixture was stirred at this temperature for 4 hours. Once the reaction was completed, the solvent was removed in vacuo. The residue was dissolved in DMF, and water was added dropwise. The precipitated solid was filtered off and washed three times with hexanes (15 ml each). The product was dried in vacuo and used without furth... Starting materials: C(C)(C)(C)OC(NCC12CC3C(C(CC(C1)C3)C2)O)=O ((4-Hydroxy-adamantan-1-ylmethyl)-carbamic acid tert-butyl ester), CC(=O)OI1(C=2C=CC=CC2C(=O)O1)(OC(=O)C)OC(=O)C (Dess martin periodinane). Solvent: C(Cl)Cl (DCM). Reaction conditions: time 8 hour. Yields the product C(C)(C)(C)OC(NCC12CC3C(C(CC(C1)C3)C2)=O)=O ((4-Oxo-adamantan-1-ylmethyl)-carbamic acid tert-butyl ester). Yield: 90.2%. RXN SMILES: [C:1]([O:5][C:6](=[O:20])[NH:7][CH2:8][C:9]12[CH2:18][CH:13]3[CH2:14][CH:15]([CH2:17][CH:11]([CH:12]3[OH:19])[CH2:10]1)[CH2:16]2)([CH3:4])([CH3:3])[CH3:2].CC(OI1(OC(C)=O)(OC(C)=O)OC(=O)C2C=CC=CC1=2)=O>C(Cl)Cl>[C:1]([O:5][C:6](=[O:20])[NH:7][CH2:8][C:9]12[CH2:18][CH:13]3[CH2:14][CH:15]([CH2:17][CH:11]([C:12]3=[O:19])[CH2:10]1)[CH2:16]2)([CH3:4])([CH3:2])[CH3:3]. Procedure details: To a solution of (4-Hydroxy-adamantan-1-ylmethyl)-carbamic acid tert-butyl ester (1B) (2.81 g, 10 mmol) in 200 mL of DCM was added Dess martin periodinane (5.08 g, 12 mmol) at one portion at rt. The mixture was stirred at rt overnight and was quenched by 20 mL of NH4Cl aq (Sat'd) solution. The mixture was extracted by DCM (5 mL×3) and the combined DCM layers were dried over Na2SO4. Solvent was remove under vacuum and the residue was purified by silica gel chromatography (Hexane:EtOAc 2:1(v/v)) t... The reactants are NC1=NC2=C(C(=NC1)C1=CC=CC=C1)C=C(C=C2)Cl (2-amino-7-chloro-5-phenyl-3H-1,4-benzodiazepine), C(C)(OCC)([O-])[O-] (ethyl orthoacetate), Cl.CC=1NC=CN1 (2-methylimidazole hydrochloride), O.NN (hydrazine hydrate). Solvent: CO (methanol), C(C)O (ethanol), CO (methanol). Reaction conditions: time 1.5 hour. Product: ClC=1C=CC2=C(C(=NCC=3N2C(=NN3)C)C3=CC=CC=C3)C1 (8-chloro-1-methyl-6-phenyl-4H-s-triazolo [4,3-a][1,4] benzodiazepine). As a reaction SMILES: [NH2:1][C:2]1[CH2:8][N:7]=[C:6]([C:9]2[CH:14]=[CH:13][CH:12]=[CH:11][CH:10]=2)[C:5]2[CH:15]=[C:16]([Cl:19])[CH:17]=[CH:18][C:4]=2[N:3]=1.Cl.[CH3:21][C:22]1[NH:23]C=CN=1.O.NN.C([O-])([O-])(OCC)C>C(O)C.CO>[Cl:19][C:16]1[CH:17]=[CH:18][C:4]2[N:3]3[C:22]([CH3:21])=[N:23][N:1]=[C:2]3[CH2:8][N:7]=[C:6]([C:9]3[CH:14]=[CH:13][CH:12]=[CH:11][CH:10]=3)[C:5]=2[CH:15]=1 |f:1.2,3.4|. Reported procedure: To a suspension of 1.35 parts of 2-amino-7-chloro-5-phenyl-3H-1,4-benzodiazepine in 25 parts by volume of methanol are added 0.6 part of 2-methylimidazole hydrochloride and 6 parts by volume of 1 mole methanol solution of hydrazine hydrate. The mixture is stirred at room temperature for 1.5 hours, followed by addition of 4.8 parts of ethyl orthoacetate and 10 parts by volume of ethanol containing 10% hydrogen chloride. The mixture is refluxed for 30 minutes, followed by evaporation of the solven...